This data is from the Open Reaction Database (ORD), a public repository of structured organic reaction records. The task is: describe an organic reaction: reactants, conditions, products, and yield Starting materials: C([O-])([O-])=O.[K+].[K+] (Potassium carbonate), C(C1=CC=CC=C1)Br (benzyl bromide), OC1=C(C=CC(=C1)O)C(C)=O (1-(2,4-dihydroxy-phenyl)-ethanone). Solvent: CN(C)C=O (DMF). Run at time 2 hour. The product is C(C1=CC=CC=C1)OC1=CC(=C(C=C1)C(C)=O)O (1-(4-Benzyloxy-2-hydroxy-phenyl)-ethanone). Yield: 60.7%. Reaction SMILES: C(=O)([O-])[O-].[K+].[K+].[CH2:7](Br)[C:8]1[CH:13]=[CH:12][CH:11]=[CH:10][CH:9]=1.[OH:15][C:16]1[CH:21]=[C:20]([OH:22])[CH:19]=[CH:18][C:17]=1[C:23](=[O:25])[CH3:24]>CN(C=O)C>[CH2:7]([O:22][C:20]1[CH:19]=[CH:18][C:17]([C:23](=[O:25])[CH3:24])=[C:16]([OH:15])[CH:21]=1)[C:8]1[CH:13]=[CH:12][CH:11]=[CH:10][CH:9]=1 |f:0.1.2|. Reported procedure: Potassium carbonate (27.2 g, 0.2 mol) followed by benzyl bromide (7.04 mL, 59.2 mmol) were added to a solution of 1-(2,4-dihydroxy-phenyl)-ethanone (10 g, 66 mmol) in DMF (90 mL): The mixture was stirred for 2 hours and then partitioned between 1N HCl and EtOAc. The organic layers were washed with brine, dried over Na2SO4 and concentrated. Purification by flash column chromatography (0% to 20% EtOAc in hexanes) followed by recrystallization gave the title compound as a white solid (8.7 g, 55%). ...